Dataset: the Open Reaction Database (ORD), a public repository of structured organic reaction records. Task: describe an organic reaction: reactants, conditions, products, and yield The solvent is CO (methanol). The reactants are C(C)(C)(C)C1=C(C(=CC(=C1)S)C(C)(C)C)O (2,6-di-t-butyl-4-mercaptophenol), C1(CCC1)=O (cyclobutanone), Cl (hydrochloric acid). The product is C(C)(C)(C)C=1C=C(C=C(C1O)C(C)(C)C)SC1(CCC1)SC1=CC(=C(C(=C1)C(C)(C)C)O)C(C)(C)C (bis(3,5-di-t-butyl-4-hydroxyphenylthio)cyclobutane). Reported procedure: To a solution of 2,6-di-t-butyl-4-mercaptophenol (2.00 g, 8.30 mmol) in methanol (10 mL) was added cyclobutanone (294 mg, 4.20 mmol) and a catalytic amount of concentrated hydrochloric acid. The mixture was heated under reflux for 6 hours. The solvent was distilled off from the mixture. The resulting residue was purified by a flash column chromatography to synthesize bis(3,5-di-t-butyl-4-hydroxyphenylthio)cyclobutane. Reaction SMILES: [C:1]([C:5]1[CH:10]=[C:9]([SH:11])[CH:8]=[C:7]([C:12]([CH3:15])([CH3:14])[CH3:13])[C:6]=1[OH:16])([CH3:4])([CH3:3])[CH3:2].[C:17]1(=O)[CH2:20][CH2:19][CH2:18]1.Cl>CO>[C:1]([C:5]1[CH:10]=[C:9]([S:11][C:17]2([S:11][C:9]3[CH:8]=[C:7]([C:12]([CH3:13])([CH3:14])[CH3:15])[C:6]([OH:16])=[C:5]([C:1]([CH3:4])([CH3:3])[CH3:2])[CH:10]=3)[CH2:20][CH2:19][CH2:18]2)[CH:8]=[C:7]([C:12]([CH3:15])([CH3:14])[CH3:13])[C:6]=1[OH:16])([CH3:4])([CH3:3])[CH3:2].